This data is from the Open Reaction Database (ORD), a public repository of structured organic reaction records. The task is: describe an organic reaction: reactants, conditions, products, and yield Starting materials: FB(F)F, [BH3-]C#N, CCOCC, CCOC(C)=O, [Na+], CCCc1c(Cc2ccc(-c3ccccc3C#N)cc2)c(=O)n(C2CCC3(CC2)OC2COCC2O3)c2ncnn12, C1CCOC1. The product is CCCc1c(Cc2ccc(-c3ccccc3C#N)cc2)c(=O)n(C2CCC(OC3COCC3O)CC2)c2ncnn12. Reaction SMILES: [B:51]([F:52])([F:53])[F:54].[C:42]([BH3-:43])#[N:44].[CH2:46]([O:47][CH2:48][CH3:49])[CH3:50].[CH3:60][CH2:61][O:62][C:63](=[O:64])[CH3:65].[Na+:45].[O:1]=[c:2]1[n:3]([CH:29]2[CH2:30][CH2:31][C:32]3([CH2:33][CH2:34]2)[O:35][CH:36]2[CH:37]([O:38]3)[CH2:39][O:40][CH2:41]2)[c:4]2[n:5]([c:6]([CH2:23][CH2:24][CH3:25])[c:7]1[CH2:8][c:9]1[cH:10][cH:11][c:12](-[c:15]3[c:16]([C:21]#[N:22])[cH:17][cH:18][cH:19][cH:20]3)[cH:13][cH:14]1)[n:26][cH:27][n:28]2.[O:55]1[CH2:56][CH2:57][CH2:58][CH2:59]1>>[O:1]=[c:2]1[n:3]([CH:29]2[CH2:30][CH2:31][CH:32]([O:35][CH:36]3[CH:37]([OH:38])[CH2:39][O:40][CH2:41]3)[CH2:33][CH2:34]2)[c:4]2[n:5]([c:6]([CH2:23][CH2:24][CH3:25])[c:7]1[CH2:8][c:9]1[cH:10][cH:11][c:12](-[c:15]3[c:16]([C:21]#[N:22])[cH:17][cH:18][cH:19][cH:20]3)[cH:13][cH:14]1)[n:26][cH:27][n:28]2. The reactants are N1C(=NC=C1)\C(=C/CN1CCCC1)\C1=CC=C(C=C1)C ((Z)-1-(imidazol-2-yl)-1-[(4-methyl)phenyl]-3-(1-pyrrolidyl)prop-1-ene). The reagents and catalysts are [Pd]=O (palladium oxide). The solvent is C(C)O (ethanol). Run at time 3 hour. Product: N1C(=NC=C1)C(CCN1CCCC1)C1=CC=C(C=C1)C (1-(Imidazol-2-yl)-1-(4-methylphenyl)-3-(1-pyrrolidyl)-propane). The yield is 67.2%. Reaction SMILES: [NH:1]1[CH:5]=[CH:4][N:3]=[C:2]1/[C:6](/[C:14]1[CH:19]=[CH:18][C:17]([CH3:20])=[CH:16][CH:15]=1)=[CH:7]\[CH2:8][N:9]1[CH2:13][CH2:12][CH2:11][CH2:10]1>C(O)C.[Pd]=O>[NH:1]1[CH:5]=[CH:4][N:3]=[C:2]1[CH:6]([C:14]1[CH:15]=[CH:16][C:17]([CH3:20])=[CH:18][CH:19]=1)[CH2:7][CH2:8][N:9]1[CH2:13][CH2:12][CH2:11][CH2:10]1. Procedure details: A solution of (Z)-1-(imidazol-2-yl)-1-[(4-methyl)phenyl]-3-(1-pyrrolidyl)prop-1-ene (0.31 g) in absolute ethanol (40 ml) was hydrogenated over 10% palladium oxide on charcoal (0.03 g). Absorption of hydrogen was complete after 3 h. The catalyst was removed by filtration and the filtrate concentrated to a colourless oil which solidified. Recrystallisation from isopropyl acetate afforded the title compound as pale pink crystals m.p. 125°-127° (0.21 g); τ(CDCl3)2.92(4H,s,aromatic),3.09(2H,s,imidazo... Product: CN1C(=O)C(C)(C)Nc2ccc(Br)c(CO)c21. Reaction SMILES: [Br:1][c:2]1[cH:3][cH:4][c:5]2[c:10]([c:11]1[CH2:12][OH:13])[NH:9][C:8](=[O:14])[C:7]([CH3:15])([CH3:16])[NH:6]2.[CH3:17][I:18].[CH3:19][CH2:20][O:21][C:22](=[O:23])[CH3:24].[CH3:26][N:27]([CH3:28])[CH:29]=[O:30].[OH2:25]>>[Br:1][c:2]1[cH:3][cH:4][c:5]2[c:10]([c:11]1[CH2:12][OH:13])[N:9]([CH3:19])[C:8](=[O:14])[C:7]([CH3:15])([CH3:16])[NH:6]2. The reactants are CC1(C)Nc2ccc(Br)c(CO)c2NC1=O, CI, CCOC(C)=O, CN(C)C=O, O.